From a dataset of the Open Reaction Database (ORD), a public repository of structured organic reaction records. describe an organic reaction: reactants, conditions, products, and yield Reactants: CS(C)=O, CCN(C(C)C)C(C)C, OCCc1coc2cc(Cl)ccc12, c1cnc2c(N3CCNCC3)cccc2c1, Cc1ccc(S(=O)(=O)[O-])cc1, Cc1ccc(S(=O)(=O)Cl)cc1, c1ccncc1. Product: Clc1ccc2c(CCN3CCN(c4cccc5cccnc45)CC3)coc2c1. RXN SMILES: [CH3:67][S:68]([CH3:69])=[O:70].[CH:52]([N:53]([CH2:54][CH3:55])[CH:56]([CH3:57])[CH3:58])([CH3:59])[CH3:60].[Cl:1][c:2]1[cH:3][c:4]2[c:5]([c:6]([CH2:9][CH2:10][OH:11])[cH:7][o:8]2)[cH:12][cH:13]1.[N:36]1([c:42]2[cH:43][cH:44][cH:45][c:46]3[cH:47][cH:48][cH:49][n:50][c:51]23)[CH2:37][CH2:38][NH:39][CH2:40][CH2:41]1.[O-:25][S:26]([c:27]1[cH:28][cH:29][c:30]([CH3:31])[cH:32][cH:33]1)(=[O:34])=[O:35].[c:14]1([CH3:15])[cH:16][cH:17][c:18]([S:19]([Cl:20])(=[O:21])=[O:22])[cH:23][cH:24]1.[cH:61]1[cH:62][cH:63][n:64][cH:65][cH:66]1>>[Cl:1][c:2]1[cH:3][c:4]2[c:5]([c:6]([CH2:9][CH2:10][N:39]3[CH2:38][CH2:37][N:36]([c:42]4[cH:43][cH:44][cH:45][c:46]5[cH:47][cH:48][cH:49][n:50][c:51]45)[CH2:41][CH2:40]3)[cH:7][o:8]2)[cH:12][cH:13]1. Starting materials: COB(OC)OC (trimethyl-borate), [Li]CCCC (n-BuLi), O (water), crude product, BrC=1C=NC=CC1 (3-bromopyridine). Run in CCOCC (Et2O), CCOCC (Et2O). Reaction conditions: temperature -78 celsius, time 10 minute. Yields the product N1=CC(=CC=C1)B(O)O (3-Pyridinyl-boronic Acid). Reaction SMILES: [Li]CCCC.Br[C:7]1[CH:8]=[N:9][CH:10]=[CH:11][CH:12]=1.C[O:14][B:15](OC)[O:16]C.O>CCOCC>[N:9]1[CH:10]=[CH:11][CH:12]=[C:7]([B:15]([OH:16])[OH:14])[CH:8]=1. Reported procedure: To -78° C. cooled n-BuLi (61 ml; 2.5 M hexane solution) was added 3-bromopyridine (20.0 g), dissolved in Et2O (-78° C.) (100 ml) by cannula during 5 minutes. After 10 minutes, a precooled (-78° C.) solution of trimethyl-borate (17.1 g) in Et2O (80 ml) was added. The reaction mixture was stirred at -78° C. for 1 hour, warmed to room temperature during 1 hour, and stirred at room temperature for 1/2 hour. To the reaction mixture was added 20 ml water and stirring continued. The resulting solid per...